From a dataset of the Open Reaction Database (ORD), a public repository of structured organic reaction records. describe an organic reaction: reactants, conditions, products, and yield Starting materials: [N+](=O)([O-])OCCNC(=O)C=1N=C(SC1)C (N-(2-Nitrooxyethyl)-2-methyl-4-thiazolecarboxamide), Cl (hydrochloride). Product: Cl.[N+](=O)([O-])OCCNC(=O)C=1N=C(SC1)C (N-(2-nitrooxyethyl)-2-methyl-4-thiazolecarboxamide hydrochloride). RXN SMILES: [N+:1]([O:4][CH2:5][CH2:6][NH:7][C:8]([C:10]1[N:11]=[C:12]([CH3:15])[S:13][CH:14]=1)=[O:9])([O-:3])=[O:2].[ClH:16]>>[ClH:16].[N+:1]([O:4][CH2:5][CH2:6][NH:7][C:8]([C:10]1[N:11]=[C:12]([CH3:15])[S:13][CH:14]=1)=[O:9])([O-:3])=[O:2] |f:2.3|. Reported procedure: IR (Nujol): 3280, 3135, 1647, 1618, 1545, 1278 cm-1 (c) N-(2-Nitrooxyethyl)-2-methyl-4-thiazolecarboxamide was transformed into its hydrochloride in a conventional manner, followed by recrystallization from ethanol to obtain white crystals of N-(2-nitrooxyethyl)-2-methyl-4-thiazolecarboxamide hydrochloride.